Dataset: the Open Reaction Database (ORD), a public repository of structured organic reaction records. Task: describe an organic reaction: reactants, conditions, products, and yield Reaction SMILES: [ClH:44].[F:1][c:2]1[c:3](-[c:22]2[c:23]([CH3:33])[cH:24][c:25]([O:31][CH3:32])[c:26]([C:27](=[O:28])[OH:29])[cH:30]2)[cH:4][cH:5][c:6]2[c:7]1[c:8]([C:18]([NH:19][CH3:20])=[O:21])[c:9](-[c:11]1[cH:12][cH:13][c:14]([F:17])[cH:15][cH:16]1)[o:10]2.[O:45]=[CH:46][N:47]([CH3:48])[CH3:49].[OH2:50].[n:34]1[n:35][cH:36][c:37]([C:40]2([NH2:43])[CH2:41][CH2:42]2)[cH:38][cH:39]1>>[F:1][c:2]1[c:3](-[c:22]2[c:23]([CH3:33])[cH:24][c:25]([O:31][CH3:32])[c:26]([C:27](=[O:28])[NH:43][C:40]3([c:37]4[cH:36][n:35][n:34][cH:39][cH:38]4)[CH2:41][CH2:42]3)[cH:30]2)[cH:4][cH:5][c:6]2[c:7]1[c:8]([C:18]([NH:19][CH3:20])=[O:21])[c:9](-[c:11]1[cH:12][cH:13][c:14]([F:17])[cH:15][cH:16]1)[o:10]2. Reactants: Cl, CNC(=O)c1c(-c2ccc(F)cc2)oc2ccc(-c3cc(C(=O)O)c(OC)cc3C)c(F)c12, CN(C)C=O, O, NC1(c2ccnnc2)CC1. Product: CNC(=O)c1c(-c2ccc(F)cc2)oc2ccc(-c3cc(C(=O)NC4(c5ccnnc5)CC4)c(OC)cc3C)c(F)c12. Starting materials: CC(=O)OC(C)=O, O, COc1cc2c(cc1OC)CC(C(N)=NO)C2. Product: COc1cc2c(cc1OC)CC(C(N)=NOC(C)=O)C2. As a reaction SMILES: [C:19]([CH3:20])(=[O:21])[O:22][C:23](=[O:24])[CH3:25].[OH2:18].[OH:1][N:2]=[C:3]([NH2:4])[CH:5]1[CH2:6][c:7]2[cH:8][c:9]([O:16][CH3:17])[c:10]([O:14][CH3:15])[cH:11][c:12]2[CH2:13]1>>[O:1]([N:2]=[C:3]([NH2:4])[CH:5]1[CH2:6][c:7]2[cH:8][c:9]([O:16][CH3:17])[c:10]([O:14][CH3:15])[cH:11][c:12]2[CH2:13]1)[C:19]([CH3:20])=[O:21].